The task is: describe an organic reaction: reactants, conditions, products, and yield. This data is from the Open Reaction Database (ORD), a public repository of structured organic reaction records. The reactants are OC1Cc2ccccc2C1, CS(=O)(=O)Cl, CN(C)C1Cc2ccccc2C1, CCN(C(C)C)C(C)C, ClCCl. The product is CS(=O)(=O)OC1Cc2ccccc2C1. RXN SMILES: [CH2:18]1[CH:19]([OH:27])[CH2:20][c:21]2[cH:22][cH:23][cH:24][cH:25][c:26]21.[CH3:13][S:14]([Cl:15])(=[O:16])=[O:17].[CH3:1][N:2]([CH3:3])[CH:4]1[CH2:5][c:6]2[c:7]([cH:8][cH:9][cH:10][cH:11]2)[CH2:12]1.[CH:28]([N:29]([CH2:30][CH3:31])[CH:32]([CH3:33])[CH3:34])([CH3:35])[CH3:36].[Cl:37][CH2:38][Cl:39]>>[CH3:13][S:14](=[O:16])(=[O:17])[O:27][CH:19]1[CH2:18][c:26]2[c:21]([cH:22][cH:23][cH:24][cH:25]2)[CH2:20]1. Reactants: C(C1=CC=CC=C1)N=C=S (Benzyl isothiocyanate), C(C)N=C=O (ethyl isocyanate), Cl (HCl), [O-][Mn](=O)(=O)=O.[K+] (KMnO4). Yields the product C(C1=CC=CC=C1)N1C(N(SC1=O)CC)=O (4-Benzyl-2-ethyl-1,2,4-thiadiazolidine-3,5-dione). RXN SMILES: [CH2:1]([N:8]=[C:9]=[S:10])[C:2]1[CH:7]=[CH:6][CH:5]=[CH:4][CH:3]=1.Cl.[O-:12][Mn](=O)(=O)=O.[K+].[CH2:18]([N:20]=[C:21]=[O:22])[CH3:19]>>[CH2:1]([N:8]1[C:9](=[O:12])[S:10][N:20]([CH2:18][CH3:19])[C:21]1=[O:22])[C:2]1[CH:7]=[CH:6][CH:5]=[CH:4][CH:3]=1 |f:2.3|. Procedure: Reagents: Benzyl isothiocyanate (0.86 ml, 6.5 mmol), 35% HCl (3.1 ml), KMnO4 (0.5 g), ethyl isocyanate (0.51 ml, 6.5 mmol). The reactants are CC#N, CCC(N)CCN, [Ni]. Product: CCC1CCNC(C)N1. RXN SMILES: [CH3:8][C:9]#[N:10].[NH2:1][CH2:2][CH2:3][CH:4]([CH2:5][CH3:6])[NH2:7].[Ni:11]>>[NH:1]1[CH2:2][CH2:3][CH:4]([CH2:5][CH3:6])[NH:7][CH:9]1[CH3:8]. Starting materials: C(C)(=O)C1C(CCC(C1)C1=CC=CC=C1)=O (2-Acetyl-4-phenylcyclohexanone), C(#N)CC(=O)N (cyanoacetamide), N1CCCCC1 (piperidine). Run in C(C)O (ethanol). Yields the product C(#N)C=1C(NC(=C2CC(CCC12)C1=CC=CC=C1)C)=O (4-cyano-2,3,5,6,7,8-hexahydro-1-methyl-3-oxo-7-phenylisoquinoline). Reaction SMILES: [C:1]([CH:4]1[CH2:9][CH:8]([C:10]2[CH:15]=[CH:14][CH:13]=[CH:12][CH:11]=2)[CH2:7][CH2:6][C:5]1=O)(=O)[CH3:2].[C:17]([CH2:19][C:20]([NH2:22])=[O:21])#[N:18].N1CCCCC1>C(O)C>[C:17]([C:19]1[C:20](=[O:21])[NH:22][C:1]([CH3:2])=[C:4]2[C:5]=1[CH2:6][CH2:7][CH:8]([C:10]1[CH:15]=[CH:14][CH:13]=[CH:12][CH:11]=1)[CH2:9]2)#[N:18]. Procedure: 2-Acetyl-4-phenylcyclohexanone, 1.68 g, 0.73 g of cyanoacetamide and a small quantity of piperidine were mixed with 10 ml of ethanol followed by heating to reflux for 2 hours. After cooling, the precipitated crystals were taken out by filtration and purified to give 1.5 g of 4-cyano-2,3,5,6,7,8-hexahydro-1-methyl-3-oxo-7-phenylisoquinoline. The reactants are C(C)(C)(C)OC(=O)[C@@H](CCCC1CCCCC1)[C@H](C(=O)O)CC(C)C (2(R)-[1(S)-(tert-butoxycarbonyl)-4-cyclohexylbutyl]-4-methylvaleric acid), C(C1=CC=CC=C1)NN (benzylhydrazine), N1(N=NC=C1)CC(=O)O (1,2,3-triazole-1-acetic acid). The product is C(C1=CC=CC=C1)N(NC([C@H](CCC)[C@H](CCCC1CCCCC1)C(=O)OC1OCCCC1)=O)C(CN1N=NC=C1)=O (2′-benzyl-2(R)-[4-cyclohexyl-1(S)-[(tetrahydro-2(RS)-pyranyloxy)carbonyl]butyl]-2′-[2-(1,2,3-triazol-1-yl)acetyl]valerohydrazide). As a reaction SMILES: [C:1]([O:5][C:6]([C@H:8]([C@@H:18]([CH2:22][CH:23]([CH3:25])C)[C:19]([OH:21])=O)[CH2:9][CH2:10][CH2:11][CH:12]1[CH2:17][CH2:16][CH2:15][CH2:14][CH2:13]1)=[O:7])([CH3:4])(C)C.[CH2:26]([NH:33][NH2:34])[C:27]1[CH:32]=[CH:31][CH:30]=[CH:29][CH:28]=1.[N:35]1([CH2:40][C:41]([OH:43])=O)[CH:39]=[CH:38][N:37]=[N:36]1>>[CH2:26]([N:33]([C:41](=[O:43])[CH2:40][N:35]1[CH:39]=[CH:38][N:37]=[N:36]1)[NH:34][C:19](=[O:21])[C@@H:18]([C@@H:8]([C:6]([O:5][CH:1]1[CH2:4][CH2:9][CH2:8][CH2:6][O:5]1)=[O:7])[CH2:9][CH2:10][CH2:11][CH:12]1[CH2:13][CH2:14][CH2:15][CH2:16][CH2:17]1)[CH2:22][CH2:23][CH3:25])[C:27]1[CH:32]=[CH:31][CH:30]=[CH:29][CH:28]=1. Procedure: In a manner analogous to that described in Example 1, parts (iii)-(vii) and Example 8, from 2(R)-[1(S)-(tert-butoxycarbonyl)-4-cyclohexylbutyl]-4-methylvaleric acid and benzylhydrazine and using 1,2,3-triazole-1-acetic acid in place of N-tert.butoxycarbonyl-β-alanine in Example 8, there was obtained 2′-benzyl-2(R)-[4-cyclohexyl-1(S)-[(tetrahydro-2(RS)-pyranyloxy)carbonyl]butyl]-2′-[2-(1,2,3-triazol-1-yl)acetyl]valerohydrazide in the form of a white solid. Starting materials: C(C)(C)(C)C1=C(C=C2CCN(C2=C1)S(=O)(=O)C1=CC=C(C#N)C=C1)SC#N (4-(6-tert-butyl-5-thiocyanato-2,3-dihydro-indole-1-sulfonyl)-benzonitrile), CO (MeOH), S.[Na] (sodium hydrogen sulfide), [BH4-].[Na+] (sodium borohydride). Solvent: CC(=O)O (AcOH), O (water). Yields the product C(C)(C)(C)C1=C(C=C2CCN(C2=C1)S(=O)(=O)C1=CC=C(C#N)C=C1)S (4-(6-tert-Butyl-5-mercapto-2,3-dihydro-indole-1-sulfonyl)-benzonitrile). RXN SMILES: [C:1]([C:5]1[CH:13]=[C:12]2[C:8]([CH2:9][CH2:10][N:11]2[S:14]([C:17]2[CH:24]=[CH:23][C:20]([C:21]#[N:22])=[CH:19][CH:18]=2)(=[O:16])=[O:15])=[CH:7][C:6]=1[S:25]C#N)([CH3:4])([CH3:3])[CH3:2].S.[Na].[BH4-].[Na+].CO>CC(O)=O.O>[C:1]([C:5]1[CH:13]=[C:12]2[C:8]([CH2:9][CH2:10][N:11]2[S:14]([C:17]2[CH:18]=[CH:19][C:20]([C:21]#[N:22])=[CH:23][CH:24]=2)(=[O:15])=[O:16])=[CH:7][C:6]=1[SH:25])([CH3:4])([CH3:2])[CH3:3] |f:1.2,3.4,^1:28|. Reported procedure: The title compound was prepared according to the General Method 14b using 4-(6-tert-butyl-5-thiocyanato-2,3-dihydro-indole-1-sulfonyl)-benzonitrile (prepared in Example MM; 6.0 g, 15 mmol), sodium hydrogen sulfide (2.53 g, 45.3 mmol), sodium borohydride (3.43 g, 90.7 mmol), MeOH (10 mL), water (5 mL), and AcOH (5 mL). The crude product was used further without any purification.